Dataset: the Open Reaction Database (ORD), a public repository of structured organic reaction records. Task: describe an organic reaction: reactants, conditions, products, and yield The reagents and catalysts are Cl[Pd]([P](C1=CC=CC=C1)(C2=CC=CC=C2)C3=CC=CC=C3)([P](C4=CC=CC=C4)(C5=CC=CC=C5)C6=CC=CC=C6)Cl (PdCl2(PPh3)2), [Cu]I (CuI). The product is C(C)OC(=O)C=1C(=C2C(=C(N1)C#C[Si](C)(C)C)SN=C2C2=CC=C(C=C2)Cl)O (3-(4-Chloro-phenyl)-4-hydroxy-7-trimethylsilanylethynyl-isothiazolo[5,4-c]pyridine-5-carboxylic acid ethyl ester). Solvent: CCOC(=O)C (EtOAc), C1CCOC1 (THF). Reported procedure: To a solution of 7-Bromo-3-(4-chloro-phenyl)-4-hydroxy-isothiazolo[5,4-c]pyridine-5-carboxylic acid ethyl ester (152.5 mg, 0.369 mmol) in THF (5.2 mL) were added Trimethylsilylacetylene (0.105 mL, 0.738 mmol), PdCl2(PPh3)2 (51.8 mg, 0.0738 mmol), CuI (28.1 mg, 0.147 mmol) and isopropylamine (0.32 mL, 2.28 mmol). The reaction mixture was refluxed for 16 h. After cooling to rt, the mixture was diluted with EtOAc (20 mL), and filtered. The filtrate was concentrated in vacuo and purified by flash ch... As a reaction SMILES: [CH2:1]([O:3][C:4]([C:6]1[C:7]([OH:23])=[C:8]2[C:15]([C:16]3[CH:21]=[CH:20][C:19]([Cl:22])=[CH:18][CH:17]=3)=[N:14][S:13][C:9]2=[C:10](Br)[N:11]=1)=[O:5])[CH3:2].[CH3:24][Si:25]([C:28]#[CH:29])([CH3:27])[CH3:26].C(N)(C)C>C1COCC1.CCOC(C)=O.Cl[Pd](Cl)([P](C1C=CC=CC=1)(C1C=CC=CC=1)C1C=CC=CC=1)[P](C1C=CC=CC=1)(C1C=CC=CC=1)C1C=CC=CC=1.[Cu]I>[CH2:1]([O:3][C:4]([C:6]1[C:7]([OH:23])=[C:8]2[C:15]([C:16]3[CH:21]=[CH:20][C:19]([Cl:22])=[CH:18][CH:17]=3)=[N:14][S:13][C:9]2=[C:10]([C:29]#[C:28][Si:25]([CH3:27])([CH3:26])[CH3:24])[N:11]=1)=[O:5])[CH3:2] |^1:47,66|. The yield is 37.7%. Starting materials: C(C)OC(=O)C=1C(=C2C(=C(N1)Br)SN=C2C2=CC=C(C=C2)Cl)O (7-Bromo-3-(4-chloro-phenyl)-4-hydroxy-isothiazolo[5,4-c]pyridine-5-carboxylic acid ethyl ester), C[Si](C)(C)C#C (Trimethylsilylacetylene), C(C)(C)N (isopropylamine). Yields the product COc1ccc2c(OCCn3cc(Br)ccc3=O)ccnc2c1. Starting materials: O=c1ccc(Br)cn1CCO, COc1ccc2c(Cl)ccnc2c1, [H-], [Na+], CN(C)C=O. Reaction SMILES: [Br:1][c:2]1[cH:3][cH:4][c:5](=[O:11])[n:6]([CH2:8][CH2:9][OH:10])[cH:7]1.[Cl:14][c:15]1[cH:16][cH:17][n:18][c:19]2[cH:20][c:21]([O:25][CH3:26])[cH:22][cH:23][c:24]12.[H-:12].[Na+:13].[O:27]=[CH:28][N:29]([CH3:30])[CH3:31]>>[Br:1][c:2]1[cH:3][cH:4][c:5](=[O:11])[n:6]([CH2:8][CH2:9][O:10][c:15]2[cH:16][cH:17][n:18][c:19]3[cH:20][c:21]([O:25][CH3:26])[cH:22][cH:23][c:24]23)[cH:7]1. Reactants: C[SiH](C)Oc1c(C(=O)O[Si](C)(C)C(C)(C)C)cccc1C(C)(C)C, [Na+], C1CCOC1, [OH-]. Yields the product C[SiH](C)Oc1c(C(=O)O)cccc1C(C)(C)C. As a reaction SMILES: [C:3]([CH3:4])([CH3:5])([CH3:6])[c:7]1[c:8]([O:23][SiH:24]([CH3:25])[CH3:26])[c:9]([C:10](=[O:11])[O:12][Si:13]([C:14]([CH3:15])([CH3:16])[CH3:17])([CH3:18])[CH3:19])[cH:20][cH:21][cH:22]1.[Na+:2].[O:27]1[CH2:28][CH2:29][CH2:30][CH2:31]1.[OH-:1]>>[C:3]([CH3:4])([CH3:5])([CH3:6])[c:7]1[c:8]([O:23][SiH:24]([CH3:25])[CH3:26])[c:9]([C:10](=[O:11])[OH:12])[cH:20][cH:21][cH:22]1. Starting materials: O=Cc1ccc(Br)o1, CC(=O)O[BH-](OC(C)=O)OC(C)=O, CC(=O)O, CNC, ClCCCl, [Na+]. Product: CN(C)Cc1ccc(Br)o1. Reaction SMILES: [Br:15][c:16]1[cH:17][cH:18][c:19]([CH:21]=[O:22])[o:20]1.[C:1]([O:2][BH-:3]([O:4][C:5](=[O:6])[CH3:7])[O:8][C:9](=[O:10])[CH3:11])(=[O:12])[CH3:13].[C:26]([OH:27])(=[O:28])[CH3:29].[CH3:23][NH:24][CH3:25].[Cl:30][CH2:31][CH2:32][Cl:33].[Na+:14]>>[Br:15][c:16]1[cH:17][cH:18][c:19]([CH2:21][N:24]([CH3:23])[CH3:25])[o:20]1. The reactants are C(C1=CC=CC=C1)OC(=O)NC[C@H](C(=O)O)CCCCC ((2R)-[(benzyloxyformylamino)methyl]heptanoic acid), C1=CC2=C(N=C1)N(N=N2)O (HOAt), N1=C(C=CC=C1)NN (N′-pyridin-2-yl-hydrazine), CN1CCOCC1 (NMM), CN(C)C=O (DMF), CCN=C=NCCCN(C)C (EDCI). Yields the product C(C1=CC=CC=C1)ON(C=O)C[C@@H](CCCCC)C(=O)NNC1=NC=CC=C1 (N-benzyloxy-N-[(R)-2-(N′-pyridin-2-yl-hydrazinocarbonyl)-heptyl]-formamide). RXN SMILES: [CH2:1]([O:8]C(NC[C@@H](CCCCC)C(O)=O)=O)[C:2]1[CH:7]=[CH:6][CH:5]=[CH:4][CH:3]=1.[CH:22]1[CH:27]=[N:26][C:25]2[N:28](O)[N:29]=N[C:24]=2[CH:23]=1.N1[CH:37]=[CH:36][CH:35]=[CH:34][C:33]=1NN.CN1[CH2:46][CH2:45][O:44]CC1.CCN=C=NCCCN(C)C.[CH3:58][N:59]([CH:61]=[O:62])C>>[CH2:1]([O:8][N:59]([CH2:58][C@H:46]([C:45]([NH:29][NH:28][C:25]1[CH:24]=[CH:23][CH:22]=[CH:27][N:26]=1)=[O:44])[CH2:33][CH2:34][CH2:35][CH2:36][CH3:37])[CH:61]=[O:62])[C:2]1[CH:3]=[CH:4][CH:5]=[CH:6][CH:7]=1. Reported procedure: (2R)-[(benzyloxyformylamino)methyl]heptanoic acid (1.2 mmoles), HOAt (1.3 mmoles), N′-pyridin-2-yl-hydrazine (1.2 mmoles) and NMM (5 mmoles) were dissolved in DMF and treated with EDCI (1.3 mmoles) at room temperature for 12 hours. The coupling product N-benzyloxy-N-[(R)-2-(N′-pyridin-2-yl-hydrazinocarbonyl)-heptyl]-formamide was isolated by prep hplc of the crude reaction mixture. This compound was submitted to atmospheric pressure hydrogenation over Pd/C in methanol for 1 hour, yielding the ti... Starting materials: CCOC(=O)CBr, O=C1c2ccccc2C2CNCCN12, [H-], [Na+], O, c1ccccc1. Product: CCOC(=O)CC1NCCN2C(=O)c3ccccc3C12. Reaction SMILES: [Br:17][CH2:18][C:19](=[O:20])[O:21][CH2:22][CH3:23].[CH2:1]1[NH:2][CH2:3][CH2:4][N:5]2[CH:6]1[c:7]1[cH:8][cH:9][cH:10][cH:11][c:12]1[C:13]2=[O:14].[H-:15].[Na+:16].[OH2:24].[cH:25]1[cH:26][cH:27][cH:28][cH:29][cH:30]1>>[CH:1]1([CH2:18][C:19](=[O:20])[O:21][CH2:22][CH3:23])[NH:2][CH2:3][CH2:4][N:5]2[CH:6]1[c:7]1[cH:8][cH:9][cH:10][cH:11][c:12]1[C:13]2=[O:14].